This data is from the Open Reaction Database (ORD), a public repository of structured organic reaction records. The task is: describe an organic reaction: reactants, conditions, products, and yield Reactants: B(F)(F)F (BF3), product, CC(CC(C)=O)(C)SC1=CC(=C(C(=C1)C(C)(C)C)O)C(C)(C)C (4-Methyl-4-(3,5-di-tert-butyl-4-hydroxyphenylthio)-2-pentanone), C(C)(C)(C)C1=C(C(=CC(=C1)S)C(C)(C)C)O (2,6-di-tert-butyl-4-mercaptophenol). The solvent is C1(=CC=CC=C1)C (toluene). Product: CC(CC(C)(SC1=CC(=C(C(=C1)C(C)(C)C)O)C(C)(C)C)SC1=CC(=C(C(=C1)C(C)(C)C)O)C(C)(C)C)(C)SC1=CC(=C(C(=C1)C(C)(C)C)O)C(C)(C)C (4-Methyl-2,2,4-tris(3,5-di-tert-butyl-4-hydroxyphenylthio)pentane). Reaction SMILES: B(F)(F)F.[CH3:5][C:6]([S:12][C:13]1[CH:18]=[C:17]([C:19]([CH3:22])([CH3:21])[CH3:20])[C:16]([OH:23])=[C:15]([C:24]([CH3:27])([CH3:26])[CH3:25])[CH:14]=1)([CH3:11])[CH2:7]C(=O)C.[C:28]([C:32]1[CH:37]=[C:36]([SH:38])[CH:35]=[C:34]([C:39]([CH3:42])([CH3:41])[CH3:40])[C:33]=1[OH:43])([CH3:31])([CH3:30])[CH3:29]>C1(C)C=CC=CC=1>[CH3:5][C:6]([S:12][C:13]1[CH:14]=[C:15]([C:24]([CH3:27])([CH3:25])[CH3:26])[C:16]([OH:23])=[C:17]([C:19]([CH3:22])([CH3:20])[CH3:21])[CH:18]=1)([CH3:11])[CH2:7][C:6]([S:12][C:13]1[CH:18]=[C:17]([C:19]([CH3:21])([CH3:20])[CH3:22])[C:16]([OH:23])=[C:15]([C:24]([CH3:25])([CH3:27])[CH3:26])[CH:14]=1)([S:38][C:36]1[CH:35]=[C:34]([C:39]([CH3:42])([CH3:41])[CH3:40])[C:33]([OH:43])=[C:32]([C:28]([CH3:31])([CH3:30])[CH3:29])[CH:37]=1)[CH3:5]. Reported procedure: 0.11 Grams of BF3 -etherate is added to a solution of 2.70 grams of the product from (a) and 4.14 grams of 2,6-di-tert-butyl-4-mercaptophenol dissolved in 30 ml of toluene. The mixture is heated at 55°-65° C. for nine hours and 105°-110° C. for three additional hours. The toluene solution is washed with water and dried over sodium sulfate. The residue, isolated by evaporation of the solvent by distillation in vacuum, is purified by passing a solution in 70:30 heptane:toluene through a flash chro... Reactants: O=S(C1=CC=C(OCC)C(OCC)=C1)(N)=O, OB(O)C1=CC=C(OC)C=C1. Reagents/catalysts: [F-].[Cs+], CC(=O)[O-].CC(=O)[O-].[Cu+2]. The solvent is ClCCCl, ClCCCl. Conditions: temperature 60 celsius, time 18 hour. The product is O=S(C1=CC=C(C(OCC)=C1)OCC)(NC2=CC=C(OC)C=C2)=O, O=S(C1=CC=C(C(OCC)=C1)OCC)(N(C2=CC=C(OC)C=C2)C3=CC=C(OC)C=C3)=O. Isolated yield 22.6%. Procedure: Reactions were run in 8 x 30 mm glass vial inserts in 96 well-plate Para-dox Aluminum Reaction Blocks. The reaction components were dosed according to the design shown in Figure S2 and Figure S3. First, the catalysts (2 umol per vial) and solid bases (20 umol per vial) were added by dosing 50 uL each of a stock solution in 1,2-dichloroethane (40 mM for catalysts, 0.4 M for bases) via single-channel pipette. The 1,2-dichloroethane was then removed via centrifugal evaporation using a Genevac EZ-2 ... Reactants: ClC1=NC=CC=C1C1=NC=NC=C1 (4-(2-Chloropyridin-3-yl)pyrimidine), C1(=CC=CC=C1)P(C1=C(C2=CC=CC=C2C=C1)C1=C(C=CC2=CC=CC=C12)P(C1=CC=CC=C1)C1=CC=CC=C1)C1=CC=CC=C1 (rac-2,2′-Bis(diphenylphosphino)-1,1′-binaphthyl), NC=1C=C(C(=O)OCC)C=CC1C(F)(F)F (ethyl 3-amino-4-(trifluoromethyl)benzoate), CC(C)([O-])C.[Na+] (Sodium tert-butoxide). Reagents/catalysts: C(C)(=O)[O-].[Pd+2].C(C)(=O)[O-] (Palladium (II) acetate). Run in C1(=CC=CC=C1)C (toluene), C(C)(=O)OCC (ethyl acetate). Run at temperature 80 celsius, time 8 hour. Product: N1=CN=C(C=C1)C=1C(=NC=CC1)NC=1C=C(C(=O)OCC)C=CC1C(F)(F)F (ethyl 3-(3-(pyrimidin-4-yl)pyridin-2-ylamino)-4-(trifluoromethyl)benzoate). As a reaction SMILES: Cl[C:2]1[C:7]([C:8]2[CH:13]=[CH:12][N:11]=[CH:10][N:9]=2)=[CH:6][CH:5]=[CH:4][N:3]=1.[NH2:14][C:15]1[CH:16]=[C:17]([CH:23]=[CH:24][C:25]=1[C:26]([F:29])([F:28])[F:27])[C:18]([O:20][CH2:21][CH3:22])=[O:19].CC(C)([O-])C.[Na+].C1(P(C2C=CC=CC=2)C2C=CC3C(=CC=CC=3)C=2C2C3C(=CC=CC=3)C=CC=2P(C2C=CC=CC=2)C2C=CC=CC=2)C=CC=CC=1>C1(C)C=CC=CC=1.C(OCC)(=O)C.C([O-])(=O)C.[Pd+2].C([O-])(=O)C>[N:11]1[CH:12]=[CH:13][C:8]([C:7]2[C:2]([NH:14][C:15]3[CH:16]=[C:17]([CH:23]=[CH:24][C:25]=3[C:26]([F:27])([F:28])[F:29])[C:18]([O:20][CH2:21][CH3:22])=[O:19])=[N:3][CH:4]=[CH:5][CH:6]=2)=[N:9][CH:10]=1 |f:2.3,7.8.9|. Reported procedure: 4-(2-Chloropyridin-3-yl)pyrimidine (1.5 g, 7.8 mmol), ethyl 3-amino-4-(trifluoromethyl)benzoate (2.0 g, 8.6 mmol), Sodium tert-butoxide (1.1 g, 12 mmol), rac-2,2′-Bis(diphenylphosphino)-1,1′-binaphthyl (0.49 g, 0.78 mmol) were all mixed together in toluene (25 ml) and degassed under vacuum. Nitrogen was bubbled into the reaction for 5 minutes and then Palladium (II) acetate (0.088 g, 0.39 mmol) was added. The mixture was heated to 80° C. and stirred overnight. The reaction was diluted with ethyl... Reactants: BrCc1ccccc1, CS(C)=O, [H-], [H][H], [Na+], O=Cc1cccc(O)c1O. Product: O=Cc1cccc(O)c1OCc1ccccc1. Reaction SMILES: [Br:15][CH2:16][c:17]1[cH:18][cH:19][cH:20][cH:21][cH:22]1.[CH3:23][S:24]([CH3:25])=[O:26].[H-:1].[H:3][H:4].[Na+:2].[OH:5][c:6]1[c:7]([CH:8]=[O:9])[cH:10][cH:11][cH:12][c:13]1[OH:14]>>[O:5]([c:6]1[c:7]([CH:8]=[O:9])[cH:10][cH:11][cH:12][c:13]1[OH:14])[CH2:16][c:17]1[cH:18][cH:19][cH:20][cH:21][cH:22]1.